From a dataset of the Open Reaction Database (ORD), a public repository of structured organic reaction records. describe an organic reaction: reactants, conditions, products, and yield Starting materials: CCOC(=O)CC(=O)OCC, ClCc1ccc2c(c1)OCO2, CCO, CC[O-], [Na+]. Product: CCOC(=O)C(Cc1ccc2c(c1)OCO2)C(=O)OCC. RXN SMILES: [C:5]([CH2:6][C:7](=[O:8])[O:9][CH2:10][CH3:11])(=[O:12])[O:13][CH2:14][CH3:15].[CH2:16]1[O:17][c:18]2[cH:19][c:20]([CH2:25][Cl:26])[cH:21][cH:22][c:23]2[O:24]1.[CH3:27][CH2:28][OH:29].[CH3:2][CH2:3][O-:4].[Na+:1]>>[C:5]([CH:6]([C:7](=[O:8])[O:9][CH2:10][CH3:11])[CH2:25][c:20]1[cH:19][c:18]2[c:23]([cH:22][cH:21]1)[O:24][CH2:16][O:17]2)(=[O:12])[O:13][CH2:14][CH3:15]. Starting materials: C(C)OC1=NC2=C(N1CC1=CC=C(C=C1)C1=C(C=CC=C1)C1=NN=NN1C(C1=CC=CC=C1)(C1=CC=CC=C1)C1=CC=CC=C1)C(=CC=C2)C(=O)OC(C)OC(=O)OC2CCCCC2 ((+)-1-(cyclohexyloxycarbonyloxy)-ethyl 2-ethoxy-1-[2'-(N-triphenylmethyl-1H-tetrazol-5-yl)biphenyl-4-yl]methylbenzimidazole-7-carboxylate), C(C)O (ethanol). Solvent: CO (methanol). Yields the product C(C)OC1=NC2=C(N1CC1=CC=C(C=C1)C1=C(C=CC=C1)C1=NN=NN1)C(=CC=C2)C(=O)OC(C)OC(=O)OC2CCCCC2 ((±)-1-(cyclohexyloxycarbonyloxy)ethyl 2-ethoxy-1-[2'-(1H-tetrazol-5-yl)biphenyl-4-yl]methylbenzimidazole-7-carboxylate). The yield is 95.4%. As a reaction SMILES: [CH2:1]([O:3][C:4]1[N:8]([CH2:9][C:10]2[CH:15]=[CH:14][C:13]([C:16]3[CH:21]=[CH:20][CH:19]=[CH:18][C:17]=3[C:22]3[N:26](C(C4C=CC=CC=4)(C4C=CC=CC=4)C4C=CC=CC=4)[N:25]=[N:24][N:23]=3)=[CH:12][CH:11]=2)[C:7]2[C:46]([C:50]([O:52][CH:53]([O:55][C:56]([O:58][CH:59]3[CH2:64][CH2:63][CH2:62][CH2:61][CH2:60]3)=[O:57])[CH3:54])=[O:51])=[CH:47][CH:48]=[CH:49][C:6]=2[N:5]=1)[CH3:2].C(O)C>CO>[CH2:1]([O:3][C:4]1[N:8]([CH2:9][C:10]2[CH:11]=[CH:12][C:13]([C:16]3[CH:21]=[CH:20][CH:19]=[CH:18][C:17]=3[C:22]3[NH:23][N:24]=[N:25][N:26]=3)=[CH:14][CH:15]=2)[C:7]2[C:46]([C:50]([O:52][CH:53]([O:55][C:56]([O:58][CH:59]3[CH2:60][CH2:61][CH2:62][CH2:63][CH2:64]3)=[O:57])[CH3:54])=[O:51])=[CH:47][CH:48]=[CH:49][C:6]=2[N:5]=1)[CH3:2]. Procedure details: Using 10.0 g of (+)-1-(cyclohexyloxycarbonyloxy)-ethyl 2-ethoxy-1-[2'-(N-triphenylmethyl-1H-tetrazol-5-yl)biphenyl-4-yl]methylbenzimidazole-7-carboxylate, the reaction and after-treatment of Example 1 was repeated except that ethanol was used in lieu of methanol. The procedure provided 6.83 g of (±)-1-(cyclohexyloxycarbonyloxy)ethyl 2-ethoxy-1-[2'-(1H-tetrazol-5-yl)biphenyl-4-yl]methylbenzimidazole-7-carboxylate (yield 91%). Reactants: CC(C)(C)OC(=O)N1CCC(=Cc2cccc(Oc3ccc(C(F)(F)F)cn3)c2)CC1, CCOCC, CC#N, ClCCl, Cl. The product is Cl, FC(F)(F)c1ccc(Oc2cccc(C=C3CCNCC3)c2)nc1. As a reaction SMILES: [C:1]([O:2][C:3](=[O:4])[N:8]1[CH2:9][CH2:10][C:11](=[CH:14][c:15]2[cH:16][c:17]([O:21][c:22]3[n:23][cH:24][c:25]([C:28]([F:29])([F:30])[F:31])[cH:26][cH:27]3)[cH:18][cH:19][cH:20]2)[CH2:12][CH2:13]1)([CH3:5])([CH3:6])[CH3:7].[CH3:33][CH2:34][O:35][CH2:36][CH3:37].[CH3:41][C:42]#[N:43].[Cl:38][CH2:39][Cl:40].[ClH:32]>>[ClH:32].[NH:8]1[CH2:9][CH2:10][C:11](=[CH:14][c:15]2[cH:16][c:17]([O:21][c:22]3[n:23][cH:24][c:25]([C:28]([F:29])([F:30])[F:31])[cH:26][cH:27]3)[cH:18][cH:19][cH:20]2)[CH2:12][CH2:13]1. Starting materials: C([O-])([O-])=O.[K+].[K+] (potassium carbonate), FC=1C=CC(=C(C1)N1CCNCC1)C (1-(5-fluoro-2-methyl-phenyl)-piperazine), Cl (HCl), CN(C=O)C (N,N-dimethylformamide), ClC1=C(C(=O)O)C=C(C(=C1)F)[N+](=O)[O-] (2-chloro-4-fluoro-5-nitro-benzoic acid). Run in O (water). Yields the product ClC1=C(C(=O)O)C=C(C(=C1)N1CCN(CC1)C1=C(C=CC(=C1)F)C)[N+](=O)[O-] (2-chloro-4-[4-(5-fluoro-2-methyl-phenyl)-piperazin-1-yl]-5-nitro-benzoic acid). Yield: 76.7%. As a reaction SMILES: C(=O)([O-])[O-].[K+].[K+].CN(C)C=O.[Cl:12][C:13]1[CH:21]=[C:20](F)[C:19]([N+:23]([O-:25])=[O:24])=[CH:18][C:14]=1[C:15]([OH:17])=[O:16].[F:26][C:27]1[CH:28]=[CH:29][C:30]([CH3:39])=[C:31]([N:33]2[CH2:38][CH2:37][NH:36][CH2:35][CH2:34]2)[CH:32]=1.Cl>O>[Cl:12][C:13]1[CH:21]=[C:20]([N:36]2[CH2:35][CH2:34][N:33]([C:31]3[CH:32]=[C:27]([F:26])[CH:28]=[CH:29][C:30]=3[CH3:39])[CH2:38][CH2:37]2)[C:19]([N+:23]([O-:25])=[O:24])=[CH:18][C:14]=1[C:15]([OH:17])=[O:16] |f:0.1.2|. Reported procedure: In a 20 ml scintillation vial equipped with a magnetic stir bar and fitted with a nitrogen inlet, the potassium carbonate (201.60 mg, 1.46 mmol) was suspended in clean, dry N,N-dimethylformamide (2.00 ml, 25.83 mmol) and the 2-chloro-4-fluoro-5-nitro-benzoic acid 1b (160.10 mg, 0.73 mmol) was added to the reaction mixture and stirred until it appeared all the organic solid was taken up into solution. The 1-(5-fluoro-2-methyl-phenyl)-piperazine 16d (170.00 mg, 0.88 mmol) was added to the reaction... Reactants: C(C#C)Cl (propargyl chloride), NC1=NC=CN=C1N (2,3-diaminopyrazine), COC1=C(C(=O)O)C=CC(=C1)OCC#C (2-methoxy-4-propargyloxybenzoic acid), OC1=C(C(=O)OC)C=CC(=C1)O (methyl 2,4-dihydroxybenzoate). Yields the product OC1=C(C(=O)OC)C=CC(=C1)OCC#C (methyl 2-hydroxy-4-propargyloxybenzoate). As a reaction SMILES: N[C:2]1C(N)=NC=CN=1.C[O:10][C:11]1[CH:19]=[C:18]([O:20][CH2:21][C:22]#[CH:23])[CH:17]=[CH:16][C:12]=1[C:13]([OH:15])=[O:14].OC1C=C(O)C=CC=1C(OC)=O.C(Cl)C#C>>[OH:10][C:11]1[CH:19]=[C:18]([O:20][CH2:21][C:22]#[CH:23])[CH:17]=[CH:16][C:12]=1[C:13]([O:15][CH3:2])=[O:14]. Procedure details: A mixture of 11 g of 2,3-diaminopyrazine (IIa), 20.6 g of 2-methoxy-4-propargyloxybenzoic acid [m.p. 142°; obtainable by reacting methyl 2,4-dihydroxybenzoate with propargyl chloride to give methyl 2-hydroxy-4-propargyloxybenzoate (m.p. 100°), reacting the latter with methyl iodide to give methyl 2-methoxy-4-propargyloxybenzoate (m.p. 88°), and hydrolysing the latter] and 300 ml of POCl3 is boiled for 2 hours. The mixture is evaporated to dryness, ice-water is added to the residue, and the mixtu... The reactants are ClC1=CC(=C(/C=C/C(=O)OC)C=C1)NS(=O)(=O)C1=CC=CC=C1 (methyl trans-4-chloro-2-(phenylsulfonylamino)cinnamate), Br.BrCC(=O)C1=NC=CC(=C1)Cl (2-bromoacetyl-4-chloropyridine hydrobromide), C([O-])([O-])=O.[K+].[K+] (potassium carbonate). The solvent is CC(=O)C (acetone). Product: COC(CC1=C(NC2=CC(=CC=C12)Cl)C(=O)C1=NC=CC(=C1)Cl)=O (Methyl[6-chloro-2-(4-chloropyridine-2-carbonyl)-1H-indol-3-yl]acetate), COC(CC1C(N(C2=CC(=CC=C12)Cl)S(=O)(=O)C1=CC=CC=C1)C(=O)C1=NC=CC(=C1)Cl)=O (methyl[6-chloro-2-(4-chloropyridine-2-carbonyl)-1-(phenylsulfonyl)indolin-3-yl]acetate). The yield is 27.0%. As a reaction SMILES: [Cl:1][C:2]1[CH:13]=[CH:12][C:5](/[CH:6]=[CH:7]/[C:8]([O:10][CH3:11])=[O:9])=[C:4]([NH:14][S:15]([C:18]2[CH:23]=[CH:22][CH:21]=[CH:20][CH:19]=2)(=[O:17])=[O:16])[CH:3]=1.Br.Br[CH2:26][C:27]([C:29]1[CH:34]=[C:33]([Cl:35])[CH:32]=[CH:31][N:30]=1)=[O:28].C(=O)([O-])[O-].[K+].[K+]>CC(C)=O>[CH3:11][O:10][C:8](=[O:9])[CH2:7][C:6]1[C:5]2[C:4](=[CH:3][C:2]([Cl:1])=[CH:13][CH:12]=2)[NH:14][C:26]=1[C:27]([C:29]1[CH:34]=[C:33]([Cl:35])[CH:32]=[CH:31][N:30]=1)=[O:28].[CH3:11][O:10][C:8](=[O:9])[CH2:7][CH:6]1[C:5]2[C:4](=[CH:3][C:2]([Cl:1])=[CH:13][CH:12]=2)[N:14]([S:15]([C:18]2[CH:23]=[CH:22][CH:21]=[CH:20][CH:19]=2)(=[O:16])=[O:17])[CH:26]1[C:27]([C:29]1[CH:34]=[C:33]([Cl:35])[CH:32]=[CH:31][N:30]=1)=[O:28] |f:1.2,3.4.5|. Procedure details: A mixture of methyl trans-4-chloro-2-(phenylsulfonylamino)cinnamate (step 1 of Example 8, Method A, 675 mg, 1.92 mmol), 2-bromoacetyl-4-chloropyridine hydrobromide* (907 mg, 2.88 mmol), and potassium carbonate (2.65 g, 19.18 mmol) in acetone (20 ml) was heated at reflux temperature for 4 h. The mixture was cooled and concentrated. The residue was diluted with ethyl acetate (150 ml) and washed with water (70 ml×6). After drying (MgSO4) and removal of solvent, the crude product was purified by fla... Starting materials: OCCBr, CN(CC(=O)O)Cc1ccccc1, CCN=C=NCCCN(C)C, CN(C)c1ccncc1, ClCCl, Cl, [K]. Yields the product CN(CC(=O)OCCBr)Cc1ccccc1. Reaction SMILES: [Br:15][CH2:16][CH2:17][OH:18].[CH2:2]([c:3]1[cH:4][cH:5][cH:6][cH:7][cH:8]1)[N:9]([CH2:10][C:11](=[O:12])[OH:13])[CH3:14].[CH3:20][N:21]([CH3:22])[CH2:23][CH2:24][CH2:25][N:26]=[C:27]=[N:28][CH2:29][CH3:30].[CH3:34][N:35]([CH3:36])[c:37]1[cH:38][cH:39][n:40][cH:41][cH:42]1.[Cl:31][CH2:32][Cl:33].[ClH:19].[K:1]>>[CH2:2]([c:3]1[cH:4][cH:5][cH:6][cH:7][cH:8]1)[N:9]([CH2:10][C:11]([O:12][CH2:17][CH2:16][Br:15])=[O:13])[CH3:14]. Solvent: C(Cl)Cl (DCM), C(C)(=O)O (acetic acid). Yields the product N1(CCCCC1)CC1=CC=C(C=C1)C#CCCOS(=O)(=O)C1=CC=C(C=C1)C (Toluene-4-sulfonic acid 4-(4-piperidin-1-ylmethyl-phenyl)-but-3-ynyl ester). Starting materials: C(=O)C1=CC=C(C=C1)C#CCCOS(=O)(=O)C1=CC=C(C=C1)C (Toluene-4-sulfonic acid 4-(4-formyl-phenyl)-but-3-ynyl ester), N1CCCCC1 (piperidine), C(C)(=O)O[BH-](OC(C)=O)OC(C)=O.[Na+] (sodium triacetoxyborohydride), [OH-].[Na+] (sodium hydroxide). Conditions: time 16 hour. RXN SMILES: [CH:1]([C:3]1[CH:8]=[CH:7][C:6]([C:9]#[C:10][CH2:11][CH2:12][O:13][S:14]([C:17]2[CH:22]=[CH:21][C:20]([CH3:23])=[CH:19][CH:18]=2)(=[O:16])=[O:15])=[CH:5][CH:4]=1)=O.[NH:24]1[CH2:29][CH2:28][CH2:27][CH2:26][CH2:25]1.C(O[BH-](OC(=O)C)OC(=O)C)(=O)C.[Na+].[OH-].[Na+]>C(Cl)Cl.C(O)(=O)C>[N:24]1([CH2:1][C:3]2[CH:8]=[CH:7][C:6]([C:9]#[C:10][CH2:11][CH2:12][O:13][S:14]([C:17]3[CH:22]=[CH:21][C:20]([CH3:23])=[CH:19][CH:18]=3)(=[O:16])=[O:15])=[CH:5][CH:4]=2)[CH2:29][CH2:28][CH2:27][CH2:26][CH2:25]1 |f:2.3,4.5|. Reported procedure: A solution of the product of Example 8 (2.0 g), piperidine (0.91 mL), and acetic acid (0.42 mL) in DCM (100 mL) was treated with sodium triacetoxyborohydride (1.95 g) at room temperature. After 16 h, the resulting mixture was treated with 10% aqueous sodium hydroxide (30 mL). The aqueous phase was extracted with DCM (2×300 mL). The combined organic phases were dried (magnesium sulfate) and concentrated under reduced pressure. The residue was diluted in DCM (100 mL) and passed through a pad of si...